Dataset: the Open Reaction Database (ORD), a public repository of structured organic reaction records. Task: describe an organic reaction: reactants, conditions, products, and yield The reactants are C1(=CC=CC=C1)N(C(=O)N1C(CN(CC1)C(N(CCCCC)CCCCC)=O)CCO)C1=CC=CC=C1 ((RS)-1-(N,N-diphenylcarbamoyl)-2-(2-hydroxyethyl)-4-(N,N-dipentylcarbamoyl)piperazine), BrP(C1=CC=CC=C1)(C1=CC=CC=C1)(C1=CC=CC=C1)Br (dibromotriphenylphosphorane). Solvent: C(C)#N (acetonitrile). The product is C1(=CC=CC=C1)N(C(=O)N1C(CN(CC1)C(N(CCCCC)CCCCC)=O)CCBr)C1=CC=CC=C1 ((RS)-1-(N,N-Diphenylcarbamoyl)-2-(2-bromoethyl)-4-(N,N-dipentylcarbamoyl)piperazine). The yield is 86.0%. RXN SMILES: [C:1]1([N:7]([C:32]2[CH:37]=[CH:36][CH:35]=[CH:34][CH:33]=2)[C:8]([N:10]2[CH2:15][CH2:14][N:13]([C:16](=[O:28])[N:17]([CH2:23][CH2:24][CH2:25][CH2:26][CH3:27])[CH2:18][CH2:19][CH2:20][CH2:21][CH3:22])[CH2:12][CH:11]2[CH2:29][CH2:30]O)=[O:9])[CH:6]=[CH:5][CH:4]=[CH:3][CH:2]=1.[Br:38]P(Br)(C1C=CC=CC=1)(C1C=CC=CC=1)C1C=CC=CC=1>C(#N)C>[C:1]1([N:7]([C:32]2[CH:37]=[CH:36][CH:35]=[CH:34][CH:33]=2)[C:8]([N:10]2[CH2:15][CH2:14][N:13]([C:16](=[O:28])[N:17]([CH2:23][CH2:24][CH2:25][CH2:26][CH3:27])[CH2:18][CH2:19][CH2:20][CH2:21][CH3:22])[CH2:12][CH:11]2[CH2:29][CH2:30][Br:38])=[O:9])[CH:6]=[CH:5][CH:4]=[CH:3][CH:2]=1. Procedure details: A solution of 312 mg (0.61 mmol) of (RS)-1-(N,N-diphenylcarbamoyl)-2-(2-hydroxyethyl)-4-(N,N-dipentylcarbamoyl)piperazine and 362 mL (0.86 mmol) of dibromotriphenylphosphorane in 15 mL of acetonitrile was stirred under nitrogen at 82° C. for 2 hours. The yellow solution was cooled and concentrated in vacuo. Flash chromatography on 35 g of silica gel using 1:1 v/v ethyl acetate/hexane as the eluant afforded 300 mg (85%) of a yellow oil. Reactants: OC1=CC=C(C=C1)C1(COC1)CC(=O)OCC (ethyl 2-[3-(4-hydroxyphenyl)oxetan-3-yl]acetate), TEA, O(S(=O)(=O)C(F)(F)F)S(=O)(=O)C(F)(F)F (Tf2O). Run in C(Cl)Cl (DCM), C(Cl)Cl (DCM). The product is FC(S(=O)(=O)OC1=CC=C(C=C1)C1(COC1)CC(=O)OCC)(F)F (Ethyl 2-(3-(4-(trifluoromethylsulfonyloxy)phenyl)oxetan-3-yl)acetate). Reaction SMILES: [OH:1][C:2]1[CH:7]=[CH:6][C:5]([C:8]2([CH2:12][C:13]([O:15][CH2:16][CH3:17])=[O:14])[CH2:11][O:10][CH2:9]2)=[CH:4][CH:3]=1.[O:18](S(C(F)(F)F)(=O)=O)[S:19]([C:22]([F:25])([F:24])[F:23])(=O)=[O:20]>C(Cl)Cl>[F:23][C:22]([F:25])([F:24])[S:19]([O:1][C:2]1[CH:7]=[CH:6][C:5]([C:8]2([CH2:12][C:13]([O:15][CH2:16][CH3:17])=[O:14])[CH2:9][O:10][CH2:11]2)=[CH:4][CH:3]=1)(=[O:20])=[O:18]. Procedure details: To a solution of ethyl 2-[3-(4-hydroxyphenyl)oxetan-3-yl]acetate (500 mg, 2.12 mmol), TEA (321 mg, 3.17 mmol), and DCM (40 mL) was added dropwise a solution of Tf2O (658 mg, 2.33 mmol) in DCM (20 mL) in 15 min at −5° C. (ice/salt bath). After stirring for an hour, the reaction was quenched by the addition of water (50 mL). The crude mixture was extracted with DCM (2×40 mL). The organic layers were combined and concentrated to a residue which purified by flash column chromatography on silica gel ... The reactants are CNCC1=CC=C(C=C1)C1=CC=CC=C1 (N-methyl-4-phenylbenzylamine), CC(C#C/C=C/CN(C)CC1=CC=C(C=C1)C1=CC=CC=C1)(C)C (trans-N-(6,6-dimethyl-2-hepten-4-yn-1-yl)-N-methyl-4-phenylbenzylamine), CC(C#C/C=C/CN(C)CC1=CC=C(C=C1)C1=CC=CC=C1)(C)C (trans-N-(6,6-dimethyl-2-hepten-4-yn-1-yl)-N-methyl-4-phenylbenzylamine). Yields the product CC(C#C\C=C/CN(C)CC1=CC=C(C=C1)C1=CC=CC=C1)(C)C (cis-N-(6,6-dimethyl-2-hepten-4-yn-1-yl)-N-methyl-4-phenylbenzylamine). RXN SMILES: CNCC1C=CC(C2C=CC=CC=2)=CC=1.[CH3:16][C:17]([CH3:39])([CH3:38])[C:18]#[C:19]/[CH:20]=[CH:21]/[CH2:22][N:23]([CH2:25][C:26]1[CH:31]=[CH:30][C:29]([C:32]2[CH:37]=[CH:36][CH:35]=[CH:34][CH:33]=2)=[CH:28][CH:27]=1)[CH3:24]>>[CH3:16][C:17]([CH3:39])([CH3:38])[C:18]#[C:19]/[CH:20]=[CH:21]\[CH2:22][N:23]([CH2:25][C:26]1[CH:27]=[CH:28][C:29]([C:32]2[CH:37]=[CH:36][CH:35]=[CH:34][CH:33]=2)=[CH:30][CH:31]=1)[CH3:24]. Procedure: N-methyl-4-phenylbenzylamine (0.75 g) was processed in a similar manner as in Synthesis Example 5, whereby trans-N-(6,6-dimethyl-2-hepten-4-yn-1-yl)-N-methyl-4-phenylbenzylamine (Compound 9) and cis-N-(6,6-dimethyl-2-hepten-4-yn-1-yl)-N-methyl-4-phenylbenzylamine (Compound 10) were obtained in amounts of 0.52 g (yield: 45%) and 0.12 g (yield: 10.4%), respectively. The followings are their NMR spectrum data: